From a dataset of the Open Reaction Database (ORD), a public repository of structured organic reaction records. describe an organic reaction: reactants, conditions, products, and yield Reactants: CC(C)(C)O, C=CCCCC(=O)O, O=[W](=O)(O)O, OO. The product is O=C1CCCC(CO)O1. As a reaction SMILES: [C:16]([OH:17])([CH3:18])([CH3:19])[CH3:20].[C:3]([CH2:4][CH2:5][CH2:6][CH:7]=[CH2:8])(=[O:9])[OH:10].[OH:11][W:12]([OH:13])(=[O:14])=[O:15].[OH:1][OH:2]>>[OH:1][CH2:8][CH:7]1[CH2:6][CH2:5][CH2:4][C:3](=[O:9])[O:10]1. Reactants: esters, FC(C=1C=C(CN2[C@H](CCCC2)C(=O)NC2(CC2)C2=CC=C(C(=O)OC)C=C2)C=CC1)(F)F ((R)-methyl 4-(1-(1-(3-(trifluoromethyl)benzyl)piperidine-2-carboxamido)cyclopropyl)benzoate), O[Li].O (LiOH H2O). Product: FC(C=1C=C(CN2[C@H](CCCC2)C(=O)NC2(CC2)C2=CC=C(C(=O)[O-])C=C2)C=CC1)(F)F.[Li+] (lithium (R)-4-(1-(1-(3-(trifluoromethyl)benzyl)piperidine-2-carboxamido)cyclopropyl)benzoate). As a reaction SMILES: [F:1][C:2]([F:33])([F:32])[C:3]1[CH:4]=[C:5]([CH:29]=[CH:30][CH:31]=1)[CH2:6][N:7]1[CH2:12][CH2:11][CH2:10][CH2:9][C@@H:8]1[C:13]([NH:15][C:16]1([C:19]2[CH:28]=[CH:27][C:22]([C:23]([O:25]C)=[O:24])=[CH:21][CH:20]=2)[CH2:18][CH2:17]1)=[O:14].O[Li:35].O>>[F:32][C:2]([F:1])([F:33])[C:3]1[CH:4]=[C:5]([CH:29]=[CH:30][CH:31]=1)[CH2:6][N:7]1[CH2:12][CH2:11][CH2:10][CH2:9][C@@H:8]1[C:13]([NH:15][C:16]1([C:19]2[CH:28]=[CH:27][C:22]([C:23]([O-:25])=[O:24])=[CH:21][CH:20]=2)[CH2:18][CH2:17]1)=[O:14].[Li+:35] |f:1.2,3.4|. Procedure details: The title compound (E9) (51 mg) was prepared according to the general procedure for esters hydrolysis starting from (R)-methyl 4-(1-(1-(3-(trifluoromethyl)benzyl)piperidine-2-carboxamido)cyclopropyl)benzoate (D26) (76 mg). (LiOH H2O: 3 eq; reaction time: 3 hrs) The reactants are CC(=O)[O-], CC(=O)[O-], COc1ccc(CN2C(=O)C(CO)C2S(=O)(=O)C(C)(C)C)cc1, CC#N, [Cu+2], [Fe+2], [K+], [K+], [Na+], [Na+], O, O, O, O, O, O, O, O, O, O=P([O-])([O-])O, O=S(=O)([O-])OOS(=O)(=O)[O-], O=S(=O)([O-])[O-]. Product: CC(C)(C)S(=O)(=O)C1NC(=O)C1CO. Reaction SMILES: [C:61]([O-:62])(=[O:63])[CH3:64].[C:66]([O-:67])(=[O:68])[CH3:69].[CH3:1][O:2][c:3]1[cH:4][cH:5][c:6]([CH2:7][N:8]2[C:9](=[O:21])[CH:10]([CH2:19][OH:20])[CH:11]2[S:12](=[O:13])(=[O:14])[C:15]([CH3:16])([CH3:17])[CH3:18])[cH:22][cH:23]1.[CH3:43][C:44]#[N:45].[Cu+2:65].[Fe+2:59].[K+:41].[K+:42].[Na+:34].[Na+:35].[OH2:46].[OH2:47].[OH2:48].[OH2:49].[OH2:50].[OH2:51].[OH2:52].[OH2:53].[OH2:60].[P:36]([O-:37])([O-:38])([OH:39])=[O:40].[S:24]([O:25][O:26][S:27]([O-:28])(=[O:29])=[O:30])([O-:31])(=[O:32])=[O:33].[S:54]([O-:55])([O-:56])(=[O:57])=[O:58]>>[NH:8]1[C:9](=[O:21])[CH:10]([CH2:19][OH:20])[CH:11]1[S:12](=[O:13])(=[O:14])[C:15]([CH3:16])([CH3:17])[CH3:18].